This data is from the Open Reaction Database (ORD), a public repository of structured organic reaction records. The task is: describe an organic reaction: reactants, conditions, products, and yield Starting materials: FC1=CC=C(OCCCOC=2C=C(C=CC2)CCO)C=C1 (2-{3-[3-(4-Fluorophenoxy)propoxy]phenyl}ethanol), [Br-] (bromide). Yields the product FC1=CC=C(OCCCOC=2C=C(C=CC2)CCBr)C=C1 (2-{3-[3-(4-Fluorophenoxy)propoxy]phenyl}-ethyl bromide). As a reaction SMILES: [F:1][C:2]1[CH:21]=[CH:20][C:5]([O:6][CH2:7][CH2:8][CH2:9][O:10][C:11]2[CH:12]=[C:13]([CH2:17][CH2:18]O)[CH:14]=[CH:15][CH:16]=2)=[CH:4][CH:3]=1.[Br-:22]>>[F:1][C:2]1[CH:21]=[CH:20][C:5]([O:6][CH2:7][CH2:8][CH2:9][O:10][C:11]2[CH:12]=[C:13]([CH2:17][CH2:18][Br:22])[CH:14]=[CH:15][CH:16]=2)=[CH:4][CH:3]=1. Procedure: By following the procedure of example 8 and using the product of Example 140 as starting material the title bromide was prepared. RXN SMILES: [CH2:1]([c:2]1[cH:3][cH:4][cH:5][cH:6][cH:7]1)[S:8][CH2:9][C:10](=[O:11])[OH:12].[CH3:14][OH:15].[ClH:13]>>[CH2:1]([c:2]1[cH:3][cH:4][cH:5][cH:6][cH:7]1)[S:8][CH2:9][C:10](=[O:11])[O:12][CH3:14]. The product is COC(=O)CSCc1ccccc1. Starting materials: O=C(O)CSCc1ccccc1, CO, Cl. Reactants: O (Water), C(#N)C=1C=CC2=C([C@H]([C@@H](C(O2)(COC)COC)O)NC2=NNC(C=C2)=O)C1 ((-)-(3S,4R)-6-cyano-3,4-dihydro-4-[(1,6-dihydro-6-oxo-3-pyridazinyl)amino]-2,2-bis(methoxymethyl)-2H-1-benzopyran-3-ol), C(C=C)#N (acrylonitrile), C([O-])([O-])=O.[K+].[K+] (Potassium carbonate). Solvent: CN(C=O)C (dimethylformamide). Yields the product C(#N)C=1C=CC2=C([C@H]([C@@H](C(O2)(COC)COC)O)NC2=NN(C(C=C2)=O)CCC#N)C1 ((-)-(3S,4R)-6-Cyano-4-[(1-(2-cyanoethyl)-1,6-dihydro-6-oxo-3-pyridazinyl)amino]-3,4-dihydro-2,2-bis(methoxymethyl)-2H-1-benzopyran-3-ol). Isolated yield 58.2%. Reaction SMILES: [C:1]([C:3]1[CH:4]=[CH:5][C:6]2[O:11][C:10]([CH2:15][O:16][CH3:17])([CH2:12][O:13][CH3:14])[C@@H:9]([OH:18])[C@H:8]([NH:19][C:20]3[CH:25]=[CH:24][C:23](=[O:26])[NH:22][N:21]=3)[C:7]=2[CH:27]=1)#[N:2].[C:28](#[N:31])[CH:29]=[CH2:30].C(=O)([O-])[O-].[K+].[K+].O>CN(C)C=O>[C:1]([C:3]1[CH:4]=[CH:5][C:6]2[O:11][C:10]([CH2:12][O:13][CH3:14])([CH2:15][O:16][CH3:17])[C@@H:9]([OH:18])[C@H:8]([NH:19][C:20]3[CH:25]=[CH:24][C:23](=[O:26])[N:22]([CH2:30][CH2:29][C:28]#[N:31])[N:21]=3)[C:7]=2[CH:27]=1)#[N:2] |f:2.3.4|. Procedure: (-)-(3S,4R)-6-Cyano-3,4-dihydro-4-[(1,6-dihydro-6-oxo-3-pyridazinyl)amino]-2,2-bis(methoxymethyl)-2H-1-benzopyran-3-ol (150 mg, 0.40 mmol) obtained in Example 8 and acrylonitrile (0.055 ml, 0.806 mmol) were dissolved in dimethylformamide (3 ml). Potassium carbonate (111 mg) was added and the mixture was reacted at 50° C. overnight. Water was added to the reaction mixture and the mixture was extracted with ethyl acetate. The organic layer was washed with saturated brine and dried over anhydrous s...